This data is from the Open Reaction Database (ORD), a public repository of structured organic reaction records. The task is: describe an organic reaction: reactants, conditions, products, and yield Reactants: CCI, CC(C)(C)[O-], COC(=O)c1ccc(CO)cc1, CN(C)C=O, [K+], O. Yields the product CCOCc1ccc(C(=O)OC)cc1. Reaction SMILES: [CH2:13]([CH3:14])[I:15].[CH3:16][C:17]([CH3:18])([O-:19])[CH3:20].[CH3:1][O:2][C:3]([c:4]1[cH:5][cH:6][c:7]([CH2:10][OH:11])[cH:8][cH:9]1)=[O:12].[CH3:23][N:24]([CH3:25])[CH:26]=[O:27].[K+:21].[OH2:22]>>[CH3:1][O:2][C:3]([c:4]1[cH:5][cH:6][c:7]([CH2:10][O:11][CH2:13][CH3:14])[cH:8][cH:9]1)=[O:12]. The reactants are COc1cc(Br)ccc1C(=O)O, CC(=O)NN, ClCCCl, CCOC(C)=O, CN(C)C=O, On1nnc2ccccc21. Yields the product COc1cc(Br)ccc1C(=O)NNC(C)=O. As a reaction SMILES: [Br:1][c:2]1[cH:3][c:4]([O:11][CH3:12])[c:5]([C:6](=[O:7])[OH:8])[cH:9][cH:10]1.[C:27]([CH3:28])(=[O:29])[NH:30][NH2:31].[CH2:13]([Cl:14])[CH2:15][Cl:16].[CH3:37][CH2:38][O:39][C:40]([CH3:41])=[O:42].[O:32]=[CH:33][N:34]([CH3:35])[CH3:36].[OH:17][n:18]1[c:19]2[c:20]([cH:21][cH:22][cH:23][cH:24]2)[n:25][n:26]1>>[Br:1][c:2]1[cH:3][c:4]([O:11][CH3:12])[c:5]([C:6](=[O:8])[NH:31][NH:30][C:27]([CH3:28])=[O:29])[cH:9][cH:10]1.